Dataset: the Open Reaction Database (ORD), a public repository of structured organic reaction records. Task: describe an organic reaction: reactants, conditions, products, and yield The reactants are C(C)(C)(C)OC(=O)N[C@@H](CC(=O)O)CC1=C(C=CC=C1)F ((3R)-3-[(tert-Butoxycarbonyl)amino]4-(2-fluorophenyl)butanoic acid), [N+](=O)([O-])C1=CC=C2CCNCC2=C1 (7-nitro-1,2,3,4 tetrahydroisoquinoline), C(CCl)Cl (EDC), C=1C=CC2=C(C1)N=NN2O (HOBt), C(C)(C)N(C(C)C)CC (N,N-diisopropylethylamine). The product is C(C)(C)(C)OC(=O)N[C@@H](CC(=O)N1CC2=CC(=CC=C2CC1)[N+](=O)[O-])CC1=C(C=CC=C1)F (2-[(3R)-3-[(tert-Butoxycarbonyl)amino]-4-(2-fluorophenyl)butanoyl]-7-nitro-1,2,3,4-tetrahydroisoquinoline). As a reaction SMILES: [C:1]([O:5][C:6]([NH:8][C@H:9]([CH2:14][C:15]1[CH:20]=[CH:19][CH:18]=[CH:17][C:16]=1[F:21])[CH2:10][C:11]([OH:13])=O)=[O:7])([CH3:4])([CH3:3])[CH3:2].[N+:22]([C:25]1[CH:34]=[C:33]2[C:28]([CH2:29][CH2:30][NH:31][CH2:32]2)=[CH:27][CH:26]=1)([O-:24])=[O:23].C(Cl)CCl.C1C=CC2N(O)N=NC=2C=1.C(N(CC)C(C)C)(C)C>>[C:1]([O:5][C:6]([NH:8][C@H:9]([CH2:14][C:15]1[CH:20]=[CH:19][CH:18]=[CH:17][C:16]=1[F:21])[CH2:10][C:11]([N:31]1[CH2:30][CH2:29][C:28]2[C:33](=[CH:34][C:25]([N+:22]([O-:24])=[O:23])=[CH:26][CH:27]=2)[CH2:32]1)=[O:13])=[O:7])([CH3:2])([CH3:3])[CH3:4]. Procedure: (3R)-3-[(tert-Butoxycarbonyl)amino]4-(2-fluorophenyl)butanoic acid (0.69 g; 2.34 mmol) and 7-nitro-1,2,3,4 tetrahydroisoquinoline (0.50 g; 2.34 mmol) were treated with EDC (0.54 g, 2.8 mmol), HOBt (0.38 g, 2.8 mmol) and N,N-diisopropylethylamine (0.60 g, 4.67 mmol) essentially following the procedure outlined in Example 1, Step A. Purification by flash chromatography (silica gel; 35% ethyl acetate/hexanes as eluant) afforded the title compound. LC/MS: 358.1 (M+1-BOC) Starting materials: COc1cc(OC)cc(C(O)c2cc(OC)cc(OC)c2)c1, ClCCl, O=[Cr](=O)([O-])[O-], O=[Cr](=O)([O-])Cl, c1cc[nH+]cc1. The product is COc1cc(OC)cc(C(=O)c2cc(OC)cc(OC)c2)c1. Reaction SMILES: [CH3:12][O:13][c:14]1[cH:15][c:16]([CH:22]([OH:23])[c:24]2[cH:25][c:26]([O:32][CH3:33])[cH:27][c:28]([O:30][CH3:31])[cH:29]2)[cH:17][c:18]([O:20][CH3:21])[cH:19]1.[Cl:39][CH2:40][Cl:41].[O-:34][Cr:35](=[O:36])(=[O:37])[O-:38].[O:1]=[Cr:2]([Cl:3])([O-:4])=[O:5].[nH+:6]1[cH:7][cH:8][cH:9][cH:10][cH:11]1>>[CH3:12][O:13][c:14]1[cH:15][c:16]([C:22](=[O:23])[c:24]2[cH:25][c:26]([O:32][CH3:33])[cH:27][c:28]([O:30][CH3:31])[cH:29]2)[cH:17][c:18]([O:20][CH3:21])[cH:19]1.